From a dataset of the Open Reaction Database (ORD), a public repository of structured organic reaction records. describe an organic reaction: reactants, conditions, products, and yield Reactants: CN(C=CC(=O)C1=C(N(C(S1)=O)C)C)C (5-(3-dimethylamino-acryloyl)-3,4-dimethyl-3H-thiazol-2-one), [N+](=O)(O)[O-].N1(CCOCC1)C1=CC=C(C=C1)NC(=N)N (N-(4-morpholin-4-yl-phenyl)-guanidine nitrate). Yields the product CN1C(SC(=C1C)C1=NC(=NC=C1)NC1=CC=C(C=C1)N1CCOCC1)=O (3,4-Dimethyl-5-[2-(4-morpholin-4-yl-phenylamino)-pyrimidin-4-yl]-3H-thiazol-2-one). RXN SMILES: CN(C)[CH:3]=[CH:4][C:5]([C:7]1[S:11][C:10](=[O:12])[N:9]([CH3:13])[C:8]=1[CH3:14])=O.[N+]([O-])(O)=O.[N:20]1([C:26]2[CH:31]=[CH:30][C:29]([NH:32][C:33]([NH2:35])=[NH:34])=[CH:28][CH:27]=2)[CH2:25][CH2:24][O:23][CH2:22][CH2:21]1>>[CH3:13][N:9]1[C:8]([CH3:14])=[C:7]([C:5]2[CH:4]=[CH:3][N:35]=[C:33]([NH:32][C:29]3[CH:28]=[CH:27][C:26]([N:20]4[CH2:25][CH2:24][O:23][CH2:22][CH2:21]4)=[CH:31][CH:30]=3)[N:34]=2)[S:11][C:10]1=[O:12] |f:1.2|. Procedure details: Condensation between 5-(3-dimethylamino-acryloyl)-3,4-dimethyl-3H-thiazol-2-one and N-(4-morpholin-4-yl-phenyl)-guanidine nitrate afforded the title compound. Anal. RP-HPLC: tR=17.5 min (0-60% MeCN in 0.1% aq CF3COOH over 20 min, 1 mL/min, purity >95%). 1H-NMR (DMSO-d6) δ: 2.48 (3H, s, CH3), 3.03 (4H, m, 2×morph-NCH2), 3.08 (3H, s, CH3), 3.72 (4H, m, 2×morph-OCH2), 6.85 (1H, d, J=5.2, pyrim-H), 6.89 (2H, d, J=9.2, 2×ArH), 7.57 (2H, d, J=9.2, 2×ArH), 8.36 (1H, d, J=5.2, pyrim-H) and 9.35 (1H, s, ... Starting materials: O1C(=NC2=C1C=CC=C2)N2[C@@H](CCCC2)C(=O)O ((2S)-1-(1,3-benzoxazol-2-yl)-2-piperidinecarboxylic acid), C(C1=CC=CC=C1)(C1=CC=CC=C1)N1CC(C1)N (1-benzhydryl-3-azetanamine). Yields the product title compound, C1(=CC=CC=C1)C(N1CC(C1)NC(=O)[C@H]1N(CCCC1)C=1OC2=C(N1)C=CC=C2)C2=CC=CC=C2 ((2S)-N2-(1-diphenylmethyl-3-azetidinyl)-1-(1,3-benzoxazol-2-yl)-2-piperidinecarboxamide). Reaction SMILES: [O:1]1[C:5]2[CH:6]=[CH:7][CH:8]=[CH:9][C:4]=2[N:3]=[C:2]1[N:10]1[CH2:15][CH2:14][CH2:13][CH2:12][C@H:11]1[C:16]([OH:18])=O.[CH:19]([N:32]1[CH2:35][CH:34]([NH2:36])[CH2:33]1)([C:26]1[CH:31]=[CH:30][CH:29]=[CH:28][CH:27]=1)[C:20]1[CH:25]=[CH:24][CH:23]=[CH:22][CH:21]=1>>[C:26]1([CH:19]([C:20]2[CH:21]=[CH:22][CH:23]=[CH:24][CH:25]=2)[N:32]2[CH2:35][CH:34]([NH:36][C:16]([C@@H:11]3[CH2:12][CH2:13][CH2:14][CH2:15][N:10]3[C:2]3[O:1][C:5]4[CH:6]=[CH:7][CH:8]=[CH:9][C:4]=4[N:3]=3)=[O:18])[CH2:33]2)[CH:27]=[CH:28][CH:29]=[CH:30][CH:31]=1. Procedure: The title compound was prepared by a similar method to Example 1 from (2S)-1-(1,3-benzoxazol-2-yl)-2-piperidinecarboxylic acid [see Preparation 3] and 1-benzhydryl-3-azetanamine [see J. Med. Chem. (1977), 21(1), 78-82]. The crude product was purified by column chromatography on silica gel eluting with a solvent gradient of 80:20 changing to 60:40, then 50:50, by volume, hexane:ethyl acetate to afford (2S)-N2-(1-diphenylmethyl-3-azetidinyl)-1-(1,3-benzoxazol-2-yl)-2-piperidinecarboxamide as a whi... Reactants: C(=O)C=1C=C(C(=O)OC)C=CC1O (methyl 3-formyl-4-hydroxybenzoate), C1(CC1)[Mg]Br (cyclopropylmagnesium bromide). The solvent is C1CCOC1 (THF), C1CCOC1 (THF). Run at time 2 hour. The product is C1(CC1)C(C=1C=C(C(=O)OC)C=CC1O)O (Methyl 3-(cyclopropyl(hydroxy)methyl)-4-hydroxybenzoate). As a reaction SMILES: [CH:1]([C:3]1[CH:4]=[C:5]([CH:10]=[CH:11][C:12]=1[OH:13])[C:6]([O:8][CH3:9])=[O:7])=[O:2].[CH:14]1([Mg]Br)[CH2:16][CH2:15]1>C1COCC1>[CH:14]1([CH:1]([OH:2])[C:3]2[CH:4]=[C:5]([CH:10]=[CH:11][C:12]=2[OH:13])[C:6]([O:8][CH3:9])=[O:7])[CH2:16][CH2:15]1. Reported procedure: In an ice-bath, methyl 3-formyl-4-hydroxybenzoate T29.1 (900 mg, 5 mmol) (commercially available from Sigma-Aldrich, St. Louis, Mo., USA) was dissolved in 5 mL THF. Then cyclopropylmagnesium bromide, 0.5 m in THF (22000 μL, 11 mmol) (commercially available from Sigma-Aldrich, St. Louis, Mo., USA) was added slowly. The reaction was raised to room temperature immediately and stirred at room temperature for 2 hours. After quenching with 1N HCl 11 mL, the reaction was extracted with EtOAc and dried.... Reactants: FC(C(=O)O)(F)F (Trifluoroacetic acid), C(C)(C)(C)OC(=O)CNC(C(=O)OCC)CC1=C(C=CC=C1)I (ethyl 2-(tert-butoxycarbonylmethylamino)-3-(2-iodophenyl)propionate), crude product. Run in C(Cl)Cl (CH2Cl2). Run at time 2 hour. The product is IC1=C(C=CC=C1)CC(C(=O)OCC)NC (Ethyl 3-(2-iodophenyl)-2-methylaminopropionate). As a reaction SMILES: FC(F)(F)C(O)=O.C(OC([CH2:15][NH:16][CH:17]([CH2:23][C:24]1[CH:29]=[CH:28][CH:27]=[CH:26][C:25]=1[I:30])[C:18]([O:20][CH2:21][CH3:22])=[O:19])=O)(C)(C)C>C(Cl)Cl>[I:30][C:25]1[CH:26]=[CH:27][CH:28]=[CH:29][C:24]=1[CH2:23][CH:17]([NH:16][CH3:15])[C:18]([O:20][CH2:21][CH3:22])=[O:19]. Procedure details: Trifluoroacetic acid (25 ml) was added to ethyl 2-(tert-butoxycarbonylmethylamino)-3-(2-iodophenyl)propionate (6.4 g, 15 mmol) in CH2Cl2 (35 ml). The mixture was stirred at room temperature for 2 h. The reaction solution was concentrated on a rotary evaporator, the residue was taken up in ethyl acetate, washed (NaHCO3 sat.), dried and concentrated The residue obtained in this manner (3.9 g, 79%) was reacted further as a crude product.